From a dataset of the Open Reaction Database (ORD), a public repository of structured organic reaction records. describe an organic reaction: reactants, conditions, products, and yield Reactants: C(C)(=O)OC1[C@H](OC(C)=O)[C@H](OC(C)=O)[C@H](O1)C (1,2,3-tri-O-acetyl-5-deoxy-D-ribofuranose), FC1=CC2=C(NC(=N2)NC(C)C)C=C1F (5,6-Difluoro-N-(1-methylethyl)1H-benzimidazol-2-amine), C([O-])(O)=O.[Na+] (sodium bicarbonate), C/C(=N\[Si](C)(C)C)/O[Si](C)(C)C (N,O-bis(trimethylsilyl) acetamide), O(S(=O)(=O)C(F)(F)F)[Si](C)(C)C (trimethylsilyl triflate). Run in C(C)#N (acetonitrile), C(C)#N (acetonitrile). Run at time 10 minute. The product is FC1=CC2=C(N(C(=N2)NC(C)C)[C@H]2[C@H](OC(C)=O)[C@H](OC(C)=O)[C@H](O2)C)C=C1F (5,6-Difluoro-1-(2,3-di-O-acetyl-5-deoxy-beta-D-ribofuranosyl)-N-(1-methylethyl)1H-benzimidazol-2-amine). Yield: 72.7%. As a reaction SMILES: [F:1][C:2]1[C:14]([F:15])=[CH:13][C:5]2[NH:6][C:7]([NH:9][CH:10]([CH3:12])[CH3:11])=[N:8][C:4]=2[CH:3]=1.C/C(/O[Si](C)(C)C)=N\[Si](C)(C)C.O([Si](C)(C)C)S(C(F)(F)F)(=O)=O.C(O[CH:44]1[O:56][C@H:55]([CH3:57])[C@@H:50]([O:51][C:52](=[O:54])[CH3:53])[C@H:45]1[O:46][C:47](=[O:49])[CH3:48])(=O)C.C(=O)(O)[O-].[Na+]>C(#N)C>[F:15][C:14]1[C:2]([F:1])=[CH:3][C:4]2[N:8]([C@@H:44]3[O:56][C@H:55]([CH3:57])[C@@H:50]([O:51][C:52](=[O:54])[CH3:53])[C@H:45]3[O:46][C:47](=[O:49])[CH3:48])[C:7]([NH:9][CH:10]([CH3:11])[CH3:12])=[N:6][C:5]=2[CH:13]=1 |f:4.5|. Reported procedure: 5,6-Difluoro-N-(1-methylethyl)1H-benzimidazol-2-amine (0.24 g, 1.1 mmol), N,O-bis(trimethylsilyl) acetamide (Aldrich, 0.30 mL, 1.2 mmol), and acetonitrile (Aldrich Sure Seal, 40 mL) were combined and refluxed under nitrogen for 15 min. The solution was cooled to room temperature and trimethylsilyl triflate (Aldrich, 0.13 mL, 0.7 mmol) was added. After 10 min, 1,2,3-tri-O-acetyl-5-deoxy-D-ribofuranose (0.38 g, 1.5 mmol) dissolved in acetonitrile (Aldrich Sure Seal, 15 mL) was added. The solution ... Reactants: CS(=O)(=O)C=C[C@@H]1CC[C@H](CC1)NC(OC(C)(C)C)=O (tert-butyl {trans-4-[2-(methylsulfonyl)vinyl]cyclohexyl}carbamate). The reagents and catalysts are [Pd] (palladium on carbon). Run in CO (methanol). Conditions: time 8 hour. Product: CS(=O)(=O)CC[C@@H]1CC[C@H](CC1)NC(OC(C)(C)C)=O (tert-butyl {trans-4-[2-(methylsulfonyl)ethyl]cyclohexyl}carbamate). As a reaction SMILES: [CH3:1][S:2]([CH:5]=[CH:6][C@H:7]1[CH2:12][CH2:11][C@H:10]([NH:13][C:14](=[O:20])[O:15][C:16]([CH3:19])([CH3:18])[CH3:17])[CH2:9][CH2:8]1)(=[O:4])=[O:3]>[Pd].CO>[CH3:1][S:2]([CH2:5][CH2:6][C@H:7]1[CH2:12][CH2:11][C@H:10]([NH:13][C:14](=[O:20])[O:15][C:16]([CH3:18])([CH3:17])[CH3:19])[CH2:9][CH2:8]1)(=[O:3])=[O:4]. Procedure details: A mixture of tert-butyl {trans-4-[2-(methylsulfonyl)vinyl]cyclohexyl}carbamate (140 mg, 0.46 mmol) and 10% of palladium on carbon (49 mg) in methanol (4 mL) was hydrogenated under balloon pressure of H2 at room temperature overnight. The reaction mixture was filtered and the filtrate was concentrated to give tert-butyl {trans-4-[2-(methylsulfonyl)ethyl]cyclohexyl}carbamate. LCMS calculated for C9H20NO2S (M-Boc+2H)+: m/z=206.1. Found: 206.1. The Boc-intermediate was treated with trifluoroacetic a... Reactants: CCCO, CC(=O)Cl, O=CC(O)C(O)C(O)CO. Product: CCCOC(=O)C(O)C(O)C(O)CO. RXN SMILES: [CH2:1]([CH2:2][CH3:3])[OH:4].[CH3:5][C:6](=[O:7])[Cl:8].[O:9]=[CH:10][CH:11]([OH:12])[CH:13]([OH:14])[CH:15]([OH:16])[CH2:17][OH:18]>>[CH2:1]([CH2:2][CH3:3])[O:4][C:10](=[O:9])[CH:11]([OH:12])[CH:13]([OH:14])[CH:15]([OH:16])[CH2:17][OH:18]. Yield: 99.0%. Run in CCCCCCC (heptane). Procedure details: Combine (2,4-difluoro-phenyl)-(3-methoxy-phenyl)-methanone (51.2 g, 0.206 mol) and pyridine (293.4 g, 300 mL). Add hydroxylamine hydrochloride (21.7 g, 0.312 mol) and heat to 100° C., under a nitrogen atmosphere, for 4 hours. TLC (20% ethyl acetate in heptane) shows that the reaction is complete. Concentrate the reaction mixture and dry (vacuum at 50° C.). Distribute the material between ethyl acetate and water. Wash the organic layer with 10% HCl, saturated sodium chloride, dry (MgSO4) and conc... Starting materials: FC1=C(C=CC(=C1)F)C(=O)C1=CC(=CC=C1)OC ((2,4-difluoro-phenyl)-(3-methoxy-phenyl)-methanone), C(C)(=O)OCC (ethyl acetate), N1=CC=CC=C1 (pyridine), Cl.NO (hydroxylamine hydrochloride). Reaction SMILES: [F:1][C:2]1[CH:7]=[C:6]([F:8])[CH:5]=[CH:4][C:3]=1[C:9]([C:11]1[CH:16]=[CH:15][CH:14]=[C:13]([O:17][CH3:18])[CH:12]=1)=O.N1C=CC=CC=1.Cl.[NH2:26][OH:27].C(OCC)(=O)C>CCCCCCC>[F:1][C:2]1[CH:7]=[C:6]([F:8])[CH:5]=[CH:4][C:3]=1[C:9]([C:11]1[CH:16]=[CH:15][CH:14]=[C:13]([O:17][CH3:18])[CH:12]=1)=[N:26][OH:27] |f:2.3|. Yields the product FC1=C(C=CC(=C1)F)C(=NO)C1=CC(=CC=C1)OC ((2,4-difluoro-phenyl)-(3-methoxy-phenyl)-methanone oxime). The reactants are C(C)OC([C@@H](NC(C(F)(F)F)=O)CC1=CC(=CC=C1)O)=O (N-trifluoroacetyl-3-hydroxy-L-phenylalanine ethyl ester), C(C1=CC=CC=C1)OCCN(C1=C2C=CC(=CC2=CC=C1)B(O)O)CCOCC1=CC=CC=C1 (5-bis[2-(benzyloxy)ethyl]amino-2-naphthaleneboronic acid). The product is C(C)OC([C@@H](NC(C(F)(F)F)=O)CC1=CC(=CC=C1)C1=CC2=CC=CC(=C2C=C1)N(CCOCC1=CC=CC=C1)CCOCC1=CC=CC=C1)=O (3-[5-Bis[2-(benzyloxy)ethyl]amino-naphth-2-yl]-N-trifluoroacetyl-L-phenylalanine ethyl ester). Reaction SMILES: [CH2:1]([O:3][C:4](=[O:21])[C@H:5]([CH2:13][C:14]1[CH:19]=[CH:18][CH:17]=[C:16](O)[CH:15]=1)[NH:6][C:7](=[O:12])[C:8]([F:11])([F:10])[F:9])[CH3:2].[CH2:22]([O:29][CH2:30][CH2:31][N:32]([CH2:46][CH2:47][O:48][CH2:49][C:50]1[CH:55]=[CH:54][CH:53]=[CH:52][CH:51]=1)[C:33]1[CH:42]=[CH:41][CH:40]=[C:39]2[C:34]=1[CH:35]=[CH:36][C:37](B(O)O)=[CH:38]2)[C:23]1[CH:28]=[CH:27][CH:26]=[CH:25][CH:24]=1>>[CH2:1]([O:3][C:4](=[O:21])[C@H:5]([CH2:13][C:14]1[CH:19]=[CH:18][CH:17]=[C:16]([C:37]2[CH:36]=[CH:35][C:34]3[C:39](=[CH:40][CH:41]=[CH:42][C:33]=3[N:32]([CH2:46][CH2:47][O:48][CH2:49][C:50]3[CH:55]=[CH:54][CH:53]=[CH:52][CH:51]=3)[CH2:31][CH2:30][O:29][CH2:22][C:23]3[CH:24]=[CH:25][CH:26]=[CH:27][CH:28]=3)[CH:38]=2)[CH:15]=1)[NH:6][C:7](=[O:12])[C:8]([F:11])([F:10])[F:9])[CH3:2]. Procedure details: 3-[5-Bis[2-(benzyloxy)ethyl]amino-naphth-2-yl]-N-trifluoroacetyl-L-phenylalanine ethyl ester was synthesized in a similar manner to Example 49 from N-trifluoroacetyl-3-hydroxy-L-phenylalanine ethyl ester and 5-bis[2-(benzyloxy)ethyl]amino-2-naphthaleneboronic acid. Starting materials: CNCCO (2-(methylamino)ethanol), C(C)(C)N(C(C)C)CC (N,N-diisopropylethylamine), BrCCCCCCCC(=O)NC1=CC=C(C(=O)OC(C)(C)C)C=C1 (1,1-dimethylethyl 4-[(8-bromooctanoyl)amino]benzoate). Solvent: CN(C=O)C (N,N-dimethylformamide), CN(C=O)C (N,N-dimethylformamide). Conditions: temperature 60 celsius, time 8 hour. The product is OCCN(CCCCCCCC(=O)NC1=CC=C(C(=O)OC(C)(C)C)C=C1)C (1,1-Dimethylethyl 4-({8-[(2-hydroxyethyl)(methyl)amino]octanoyl}amino)benzoate). As a reaction SMILES: [CH3:1][NH:2][CH2:3][CH2:4][OH:5].C(N(CC)C(C)C)(C)C.Br[CH2:16][CH2:17][CH2:18][CH2:19][CH2:20][CH2:21][CH2:22][C:23]([NH:25][C:26]1[CH:38]=[CH:37][C:29]([C:30]([O:32][C:33]([CH3:36])([CH3:35])[CH3:34])=[O:31])=[CH:28][CH:27]=1)=[O:24]>CN(C)C=O>[OH:5][CH2:4][CH2:3][N:2]([CH3:1])[CH2:16][CH2:17][CH2:18][CH2:19][CH2:20][CH2:21][CH2:22][C:23]([NH:25][C:26]1[CH:38]=[CH:37][C:29]([C:30]([O:32][C:33]([CH3:36])([CH3:35])[CH3:34])=[O:31])=[CH:28][CH:27]=1)=[O:24]. Procedure details: To a solution of 2-(methylamino)ethanol (10.7 g, 11.5 ml, 144 mmol, 1.5 equivalents, commercially available e.g. from Aldrich) in dry N,N-dimethylformamide (300 ml) was added N,N-diisopropylethylamine (25 ml, 18.5 g, 144 mmol, 1.5 equivalents). To this mixture was added 1,1-dimethylethyl 4-[(8-bromooctanoyl)amino]benzoate (38.1 g, 96 mmol, 1 equivalent) in dry N,N-dimethylformamide (250 ml) over 12 minutes. The mixture was then heated to and at about 60° C. for 4.25 hours. The mixture was then c... Reported procedure: Following General Procedure BF above, and using 3,5-dichlorophenylacetic acid (from Example BC above) and L-alanine iso-butyl ester hydrochloride (from Example BB above), the title compound was prepared as a solid having a melting point of 115°-116° C. The reaction was monitored by tlc on silica gel (Rf=0.40 in 3% methanol/dichloromethane) and purification was by flash chromatography on silica gel using 3% methanol/dichloromethane as the eluant. Yields the product C(C(C)C)OC([C@@H](NC(CC1=CC(=CC(=C1)Cl)Cl)=O)C)=O (N-[(3,5-diclorophenyl)acetyl]-L-alanine iso-butyl ester). The reactants are ClC=1C=C(C=C(C1)Cl)CC(=O)O (3,5-dichlorophenylacetic acid), Cl.C(C(C)C)OC([C@@H](N)C)=O (L-alanine iso-butyl ester hydrochloride). RXN SMILES: [Cl:1][C:2]1[CH:3]=[C:4]([CH2:9][C:10]([OH:12])=O)[CH:5]=[C:6]([Cl:8])[CH:7]=1.Cl.[CH2:14]([O:18][C:19](=[O:23])[C@H:20]([CH3:22])[NH2:21])[CH:15]([CH3:17])[CH3:16]>>[CH2:14]([O:18][C:19](=[O:23])[C@H:20]([CH3:22])[NH:21][C:10](=[O:12])[CH2:9][C:4]1[CH:5]=[C:6]([Cl:8])[CH:7]=[C:2]([Cl:1])[CH:3]=1)[CH:15]([CH3:17])[CH3:16] |f:1.2|.